From a dataset of the Open Reaction Database (ORD), a public repository of structured organic reaction records. describe an organic reaction: reactants, conditions, products, and yield Reactants: C=C1C(CC2(OCC3=CC=CC=C23)CC1)=O (4-methylenespiro[cyclohexane-1,1′(3′H)-isobenzofuran]-3-one), CSC.B (borane-dimethyl sulfide), [O-]O (hydroperoxide), [OH-].[Na+] (sodium hydroxide). The solvent is O1CCCC1 (tetrahydrofuran), O (water). Reaction conditions: time 1.5 hour. The product is CC1=C2C(OC3(C2=CC=C1)CCCCC3)=O (methylspiro[cyclohexane-1,1′(3′H)-isobenzofuran]-3′one). As a reaction SMILES: C=[C:2]1[CH2:15][CH2:14][C:5]2([C:13]3[C:8](=[CH:9][CH:10]=[CH:11][CH:12]=3)[CH2:7][O:6]2)[CH2:4][C:3]1=O.[CH3:17]SC.B.[OH-:21].[Na+].[O-]O>O1CCCC1.O>[CH3:17][C:9]1[CH:10]=[CH:11][CH:12]=[C:13]2[C:8]=1[C:7](=[O:6])[O:21][C:5]12[CH2:4][CH2:3][CH2:2][CH2:15][CH2:14]1 |f:1.2,3.4|. Reported procedure: A solution of 4-methylenespiro[cyclohexane-1,1′(3′H)-isobenzofuran]-3-one (196 mg) in anhydrous tetrahydrofuran (5.0 mL) was cooled to 0° C., to which borane-dimethyl sulfide complex (2M tetrahydrofuran solution, 690 μL) was added and the mixture was stirred at that temperature for 1.5 hours, then additional 20 minutes together with aqueous 2M sodium hydroxide (5.0 mL) and aqueous 30% hydroperoxide (5.0 mL). The reaction mixture was diluted with water, extracted with ethyl acetate, washed with s...